This data is from the Open Reaction Database (ORD), a public repository of structured organic reaction records. The task is: describe an organic reaction: reactants, conditions, products, and yield Yields the product O.[Cl-].C(C1=CC=CC=C1)N1C(OCC(C1)(CCC[N+]12CCC(CC1)(CC2)C2=CC=CC=C2)C2=CC(=C(C=C2)Cl)Cl)=O.C(C2=CC=CC=C2)N2C(OCC(C2)(C2=CC(=C(C=C2)Cl)Cl)CCC[N+]21CCC(CC2)(CC1)C1=CC=CC=C1)=O.[Cl-] (3-Benzyl-5-(3,4-dichlorophenyl)-5-[3-[4-phenyl-1-azoniabicyclo[2.2.2]oct-1-yl]propyl]tetrahydro-2H-1,3-oxazin-2-one chloride hemihydrate). Procedure details: A mixture of 1.2 g of 4-phenyl-1-azabicyclo-[2.2.2]octane and 2 g of the compound obtained in step C of EXAMPLE 8 in 10 ml of DMF is heated at 50° C. for 3 hours. After cooling to RT, the reaction mixture is poured into water and extracted with DCM, the organic phase is washed with water, with saturated NaCl solution, twice with 2N HCl solution, twice with water and with saturated NaCl solution and dried over MgSO4 and the solvent is evaporated off under vacuum. The residue is taken up with AcOE... Run in CN(C)C=O (DMF). The reactants are C1(=CC=CC=C1)C12CCN(CC1)CC2 (4-phenyl-1-azabicyclo-[2.2.2]octane), C(C1=CC=CC=C1)N1C(OCC(C1)(CCCOS(=O)(=O)C)C1=CC(=C(C=C1)Cl)Cl)=O (3-Benzyl-5-(3,4-dichlorophenyl)-5-[3-(methanesulfonyloxy)propyl]tetrahydro-2H-1,3-oxazin-2-one), O (water). RXN SMILES: [C:1]1([C:7]23[CH2:14][CH2:13][N:10]([CH2:11][CH2:12]2)[CH2:9][CH2:8]3)[CH:6]=[CH:5][CH:4]=[CH:3][CH:2]=1.[CH2:15]([N:22]1[CH2:27][C:26]([C:36]2[CH:41]=[CH:40][C:39]([Cl:42])=[C:38]([Cl:43])[CH:37]=2)([CH2:28][CH2:29][CH2:30]OS(C)(=O)=O)[CH2:25][O:24][C:23]1=[O:44])[C:16]1[CH:21]=[CH:20][CH:19]=[CH:18][CH:17]=1.O>CN(C=O)C>[OH2:24].[Cl-:42].[CH2:15]([N:22]1[CH2:27][C:26]([C:36]2[CH:41]=[CH:40][C:39]([Cl:42])=[C:38]([Cl:43])[CH:37]=2)([CH2:28][CH2:29][CH2:30][N+:10]23[CH2:13][CH2:14][C:7]([C:1]4[CH:2]=[CH:3][CH:4]=[CH:5][CH:6]=4)([CH2:8][CH2:9]2)[CH2:12][CH2:11]3)[CH2:25][O:24][C:23]1=[O:44])[C:16]1[CH:21]=[CH:20][CH:19]=[CH:18][CH:17]=1.[CH2:15]([N:22]1[CH2:27][C:26]([CH2:28][CH2:29][CH2:30][N+:10]23[CH2:13][CH2:14][C:7]([C:1]4[CH:2]=[CH:3][CH:4]=[CH:5][CH:6]=4)([CH2:8][CH2:9]2)[CH2:12][CH2:11]3)([C:36]2[CH:41]=[CH:40][C:39]([Cl:42])=[C:38]([Cl:43])[CH:37]=2)[CH2:25][O:24][C:23]1=[O:44])[C:16]1[CH:21]=[CH:20][CH:19]=[CH:18][CH:17]=1.[Cl-:42] |f:4.5.6.7.8|. Conditions: temperature 50 celsius. Isolated yield 121.0%. The reactants are C(C1=CC=CC=C1)OC(N(C)CC(N(C)C1=CC=C(C=C1)CO)=O)=O ([[(4-Hydroxymethyl-phenyl)-methyl-carbamoyl]-methyl]-methyl-carbamic acid benzyl ester), [H-].[Na+] (sodium hydride), ice water, CI (methyl iodide). Run in CN(C)C=O (DMF). The product is C(C1=CC=CC=C1)OC(N(C)CC(N(C)C1=CC=C(C=C1)COC)=O)=O ([[(4-Methoxymethyl-phenyl)-methyl-carbamoyl]-methyl]-methyl-carbamic acid benzyl ester). The yield is 76.7%. RXN SMILES: [CH2:1]([O:8][C:9](=[O:25])[N:10]([CH2:12][C:13](=[O:24])[N:14]([C:16]1[CH:21]=[CH:20][C:19]([CH2:22][OH:23])=[CH:18][CH:17]=1)[CH3:15])[CH3:11])[C:2]1[CH:7]=[CH:6][CH:5]=[CH:4][CH:3]=1.[H-].[Na+].[CH3:28]I>CN(C=O)C>[CH2:1]([O:8][C:9](=[O:25])[N:10]([CH2:12][C:13](=[O:24])[N:14]([C:16]1[CH:21]=[CH:20][C:19]([CH2:22][O:23][CH3:28])=[CH:18][CH:17]=1)[CH3:15])[CH3:11])[C:2]1[CH:7]=[CH:6][CH:5]=[CH:4][CH:3]=1 |f:1.2|. Procedure: Under argon to 1.23 g (3.6 mmol) [[(4-Hydroxymethyl-phenyl)-methyl-carbamoyl]-methyl]-methyl-carbamic acid benzyl ester in 40 ml DMF were added 580 mg (13.3 mmol, 3.7 eq, 55% disp) sodium hydride, followed by 3.8 ml (59.6 mmol, 16.6 eq) methyl iodide. The suspension was stirred at RT over night, and added to ice water. The layers were separated and the inorganic one was extracted with 50 ml CH2Cl2 (3×). The combined organic layers were washed with water (2×), dried over MgSO4, filtered and evapo... The reactants are C(C)(C)(C)OC(NC1=C(C=C(C(=C1)OCC(F)(F)F)C(F)(F)F)N)=O ([2-amino-5-(2,2,2-trifluoro-ethoxy)-4-trifluoromethyl-phenyl]-carbamic acid tert-butyl ester), C(C)(C)(C)OC(CC(=O)C1=CC(=CC=C1)C=1C=NC(=CC1C)C1CC1)=O (3-[3-(6-cyclopropyl-4-methyl-pyridin-3-yl)-phenyl]-3-oxo-propionic acid tert-butyl ester). The product is C(C)(C)(C)OC(NC1=C(C=C(C(=C1)OCC(F)(F)F)C(F)(F)F)NC(CC(=O)C1=CC(=CC=C1)C=1C=NC(=CC1C)C1CC1)=O)=O ([2-{3-[3-(6-Cyclopropyl-4-methyl-pyridin-3-yl)-phenyl]-3-oxo-propionylamino}-5-(2,2,2-trifluoro-ethoxy)-4-trifluoromethyl-phenyl]-carbamic acid tert-butyl ester). RXN SMILES: [C:1]([O:5][C:6](=[O:25])[NH:7][C:8]1[CH:13]=[C:12]([O:14][CH2:15][C:16]([F:19])([F:18])[F:17])[C:11]([C:20]([F:23])([F:22])[F:21])=[CH:10][C:9]=1[NH2:24])([CH3:4])([CH3:3])[CH3:2].C([O:30][C:31](=O)[CH2:32][C:33]([C:35]1[CH:40]=[CH:39][CH:38]=[C:37]([C:41]2[CH:42]=[N:43][C:44]([CH:48]3[CH2:50][CH2:49]3)=[CH:45][C:46]=2[CH3:47])[CH:36]=1)=[O:34])(C)(C)C>>[C:1]([O:5][C:6](=[O:25])[NH:7][C:8]1[CH:13]=[C:12]([O:14][CH2:15][C:16]([F:18])([F:17])[F:19])[C:11]([C:20]([F:22])([F:23])[F:21])=[CH:10][C:9]=1[NH:24][C:31](=[O:30])[CH2:32][C:33]([C:35]1[CH:40]=[CH:39][CH:38]=[C:37]([C:41]2[CH:42]=[N:43][C:44]([CH:48]3[CH2:49][CH2:50]3)=[CH:45][C:46]=2[CH3:47])[CH:36]=1)=[O:34])([CH3:4])([CH3:2])[CH3:3]. Procedure details: The title compound was prepared from [2-amino-5-(2,2,2-trifluoro-ethoxy)-4-trifluoromethyl-phenyl]-carbamic acid tert-butyl ester (Example J6) (281 mg, 0.75 mmol) and 3-[3-(6-cyclopropyl-4-methyl-pyridin-3-yl)-phenyl]-3-oxo-propionic acid tert-butyl ester (Example K33) (264 mg, 0.75 mmol) according to the general procedure M. Obtained as an amorphous light yellow substance (353 mg, 72%). Reactants: 18.5, [Cl-].O1C(CCCC1)=C[P+](C1=CC=CC=C1)(C1=CC=CC=C1)C1=CC=CC=C1 ([(tetrahydro-2H-pyran-2-ylidene)methyl]triphenylphosphonium chloride), Cl (hydrochloric acid). Yields the product [Cl-].ClCCCCC(C[P+](C1=CC=CC=C1)(C1=CC=CC=C1)C1=CC=CC=C1)=O ((6-chloro-2-oxohexyl)triphenyl-phosphonium chloride). As a reaction SMILES: [Cl-:1].[O:2]1[CH2:7][CH2:6][CH2:5][CH2:4][C:3]1=[CH:8][P+:9]([C:22]1[CH:27]=[CH:26][CH:25]=[CH:24][CH:23]=1)([C:16]1[CH:21]=[CH:20][CH:19]=[CH:18][CH:17]=1)[C:10]1[CH:15]=[CH:14][CH:13]=[CH:12][CH:11]=1.Cl>>[Cl-:1].[Cl:1][CH2:7][CH2:6][CH2:5][CH2:4][C:3](=[O:2])[CH2:8][P+:9]([C:22]1[CH:27]=[CH:26][CH:25]=[CH:24][CH:23]=1)([C:16]1[CH:21]=[CH:20][CH:19]=[CH:18][CH:17]=1)[C:10]1[CH:15]=[CH:14][CH:13]=[CH:12][CH:11]=1 |f:0.1,3.4|. Procedure: A solution consisting of 18.5 parts of [(tetrahydro-2H-pyran-2-ylidene)methyl]triphenylphosphonium chloride in 100 parts by volume of concentrated hydrochloric acid is heated at the reflux temperature for about 36 hours, then is cooled to room temperature. The solvent is removed by distillation under reduced pressure to afford (6-chloro-2-oxohexyl)triphenyl-phosphonium chloride, identical with the product of Example 2. Reactants: Cl (HCl), CO (methanol), C(C)OC(=O)C=1C(=NC(=NC1)SC)NC=1C=C2C=NNC2=CC1 (4-(1H-5-indazolylamino)-2-methylthio-5-pyrimidinecarboxylic acid ethyl ester), [OH-].[Na+] (NaOH). The solvent is O (H2O), O (H2O). Run at time 1 hour. Yields the product N1N=CC2=CC(=CC=C12)NC1=NC(=NC=C1C(=O)O)SC (4-(1H-5-Indazolylamino)-2-methylthio-5-pyrimidinecarboxylic Acid). Yield: 97.1%. RXN SMILES: CO.C([O:5][C:6]([C:8]1[C:9]([NH:16][C:17]2[CH:18]=[C:19]3[C:23](=[CH:24][CH:25]=2)[NH:22][N:21]=[CH:20]3)=[N:10][C:11]([S:14][CH3:15])=[N:12][CH:13]=1)=[O:7])C.[OH-].[Na+].Cl>O>[NH:22]1[C:23]2[C:19](=[CH:18][C:17]([NH:16][C:9]3[C:8]([C:6]([OH:7])=[O:5])=[CH:13][N:12]=[C:11]([S:14][CH3:15])[N:10]=3)=[CH:25][CH:24]=2)[CH:20]=[N:21]1 |f:2.3|. Procedure: To the solution of methanol (80 ml) was added the 4-(1H-5-indazolylamino)-2-methylthio-5-pyrimidinecarboxylic acid ethyl ester (5 g) obtained by the preparation example 1, and the solution was hydrolyzed at 40-50° C. for 1 hr, adding H2O (30 ml) and3N aq. NaOH (15 ml). The reaction mixture was cooled, measured pH 5 at 20° C., slowly adding 3 N aq. HCl. And then the reaction mixture was slowly added H2O (100 ml),stirred at 20° C. for 1 hr, filtered, washed with H2O (30 ml), and obtained a solid p... Starting materials: C1(=CC=CC=C1)C(OC1CCN(CC1)CCCN)C1=CC=CC=C1 (4-(diphenylmethoxy)-1-piperidinepropaneamine), [Br-].[Na+] (sodium bromide), ClC=1C=CC=2N(N1)C=C(N2)C(C(=O)OCC)(C)C (ethyl 2-(6-chloroimidazo[1,2-b]pyridazin-2-yl)-2-methylpropionate), C([O-])([O-])=O.[Na+].[Na+] (sodium carbonate). Solvent: O (water), C(C)(=O)OCC (ethyl acetate), CS(=O)C (dimethyl sulfoxide). Reaction conditions: temperature 145 celsius, time 7 hour. Yields the product C1(=CC=CC=C1)C(OC1CCN(CC1)CCCNC=1C=CC=2N(N1)C=C(N2)C(C(=O)OCC)(C)C)C2=CC=CC=C2 (ethyl 2-[6-[3-[4-(diphenylmethoxy)piperidino]propylamino]imidazo[1,2-b]pyridazin-2-yl]-2-methylpropionate). Reaction SMILES: [C:1]1([CH:7]([C:19]2[CH:24]=[CH:23][CH:22]=[CH:21][CH:20]=2)[O:8][CH:9]2[CH2:14][CH2:13][N:12]([CH2:15][CH2:16][CH2:17][NH2:18])[CH2:11][CH2:10]2)[CH:6]=[CH:5][CH:4]=[CH:3][CH:2]=1.Cl[C:26]1[CH:27]=[CH:28][C:29]2[N:30]([CH:32]=[C:33]([C:35]([CH3:42])([CH3:41])[C:36]([O:38][CH2:39][CH3:40])=[O:37])[N:34]=2)[N:31]=1.C(=O)([O-])[O-].[Na+].[Na+].[Br-].[Na+]>CS(C)=O.O.C(OCC)(=O)C>[C:19]1([CH:7]([C:1]2[CH:2]=[CH:3][CH:4]=[CH:5][CH:6]=2)[O:8][CH:9]2[CH2:14][CH2:13][N:12]([CH2:15][CH2:16][CH2:17][NH:18][C:26]3[CH:27]=[CH:28][C:29]4[N:30]([CH:32]=[C:33]([C:35]([CH3:41])([CH3:42])[C:36]([O:38][CH2:39][CH3:40])=[O:37])[N:34]=4)[N:31]=3)[CH2:11][CH2:10]2)[CH:24]=[CH:23][CH:22]=[CH:21][CH:20]=1 |f:2.3.4,5.6|. Procedure: In 24 L of dimethyl sulfoxide were suspended 14.5 kg (44.68 mol) of 4-(diphenylmethoxy)-1-piperidinepropaneamine, 8.0 kg (29.88 mol) of ethyl 2-(6-chloroimidazo[1,2-b]pyridazin-2-yl)-2-methylpropionate, 6.3 kg (59.43 mol) of sodium carbonate and 300 g (2.92 mol) of sodium bromide, which were then heated to 145±5° C. under a nitrogen atmosphere and stirred for 7 hours. After cooling to room temperature, 80 L of ethyl acetate and 80 L of water were added, followed by separation into two layers. Th...